This data is from the Open Reaction Database (ORD), a public repository of structured organic reaction records. The task is: describe an organic reaction: reactants, conditions, products, and yield The reactants are O=C1CCCc2c1[nH]c1ccccc21, CC(=O)[O-], CCO, Cl, NO, [Na+], O. The product is NC1CCCc2c1[nH]c1ccccc21. RXN SMILES: [C:1]1(=[O:14])[CH2:2][CH2:3][CH2:4][c:5]2[c:6]3[cH:7][cH:8][cH:9][cH:10][c:11]3[nH:12][c:13]21.[CH3:19][C:20](=[O:21])[O-:22].[CH3:23][CH2:24][OH:25].[ClH:15].[NH2:16][OH:17].[Na+:18].[OH2:26]>>[CH:1]1([NH2:16])[CH2:2][CH2:3][CH2:4][c:5]2[c:6]3[cH:7][cH:8][cH:9][cH:10][c:11]3[nH:12][c:13]21. Starting materials: C1CCOC1, Cc1ccc(C(=O)Cl)cc1, Cc1ccccc1, Nc1ccc(C(=O)CCC(=O)O)cc1. Yields the product Cc1ccc(C(=O)Nc2ccc(C(=O)CCC(=O)O)cc2)cc1. RXN SMILES: [CH2:32]1[O:33][CH2:34][CH2:35][CH2:36]1.[CH3:1][c:2]1[cH:3][cH:4][c:5]([C:6](=[O:7])[Cl:8])[cH:9][cH:10]1.[CH3:25][c:26]1[cH:27][cH:28][cH:29][cH:30][cH:31]1.[NH2:11][c:12]1[cH:13][cH:14][c:15]([C:18]([CH2:19][CH2:20][C:21](=[O:22])[OH:23])=[O:24])[cH:16][cH:17]1>>[CH3:1][c:2]1[cH:3][cH:4][c:5]([C:6](=[O:7])[NH:11][c:12]2[cH:13][cH:14][c:15]([C:18]([CH2:19][CH2:20][C:21](=[O:22])[OH:23])=[O:24])[cH:16][cH:17]2)[cH:9][cH:10]1. As a reaction SMILES: C(O)(=O)C.[CH3:5][C:6]1[CH:7]=[CH:8][C:9]([O:12][CH2:13][C:14]2[CH:21]=[CH:20][C:17]([CH:18]=O)=[CH:16][CH:15]=2)=[N:10][CH:11]=1.[N+:22]([CH3:25])([O-:24])=[O:23].C([O-])(=O)C.[NH4+]>C(OCC)(=O)C.O>[CH3:5][C:6]1[CH:7]=[CH:8][C:9]([O:12][CH2:13][C:14]2[CH:21]=[CH:20][C:17](/[CH:18]=[CH:25]/[N+:22]([O-:24])=[O:23])=[CH:16][CH:15]=2)=[N:10][CH:11]=1 |f:3.4|. Yield: 100.4%. Reported procedure: To an acetic acid (20.0 mL) solution of 4-(5-methyl-pyridin-2-yloxymethyl)-benzaldehyde (2.93 g, 12.9 mmol) described in Manufacturing Example 44-1-2 were added nitromethane (3.94 g, 64.5 mmol) and ammonium acetate (1.99 g, 25.8 mmol) under nitrogen atmosphere at room temperature, which was stirred for 2.5 hours at 100° C. Water and ethyl acetate were added to the reaction mixture, and the organic layer was extracted with ethyl acetate. This organic layer was washed with water and saturated aque... Yields the product CC=1C=CC(=NC1)OCC1=CC=C(C=C1)\C=C\[N+](=O)[O-] (5-Methyl-2-(4-((E)-2-nitro-vinyl)-benzyloxy)-pyridine). Run in C(C)(=O)OCC (ethyl acetate), O (Water). The reactants are C(C)(=O)O (acetic acid), CC=1C=CC(=NC1)OCC1=CC=C(C=O)C=C1 (4-(5-methyl-pyridin-2-yloxymethyl)-benzaldehyde), [N+](=O)([O-])C (nitromethane), C(C)(=O)[O-].[NH4+] (ammonium acetate). Reaction conditions: temperature 100 celsius, time 2.5 hour. Reactants: C(CCC)O (butanol), N#CN (cyanamide), Cl.C(N)(=N)Cl (carbamimidoyl chloride hydrochloric acid salt). Conditions: temperature 60 celsius, time 1 hour. Product: Cl.C(CCC)OC(N)=N (2-butylisourea hydrochloric acid salt). Reaction SMILES: [CH2:1]([OH:5])[CH2:2][CH2:3][CH3:4].[N:6]#[C:7][NH2:8].Cl.C([Cl:13])(=N)N>>[ClH:13].[CH2:1]([O:5][C:7](=[NH:6])[NH2:8])[CH2:2][CH2:3][CH3:4] |f:2.3,4.5|. Procedure details: To 222 g (3.0 mol) of butanol, 21.0 g (0.50 mol) of cyanamide and 57.5 g (0.50 mol) of carbamimidoyl chloride hydrochloric acid salt were dissolved, followed by stirring at 60° C. for 1 hour. The reaction liquid was concentrated to obtain 2-butylisourea hydrochloric acid salt. To 500 ml of N,N-dimethylformamide, 2-butylisourea hydrochloric acid salt obtained, 186 g (1.0 mol) of ethyl 2-acetyl-3-ethoxyacrylate and 82.0 g (1.0 mol) of sodium acetate were suspended, followed by stirring at 100° C. ... The reactants are [H][H] (hydrogen), ice, CC1=C(C=C(C=C1)C(=O)C)[N+](=O)[O-] (4-methyl-3-nitroacetophenone), [BH4-].[Na+] (sodium borohydride). Procedure: To an ice-cold solution of 4-methyl-3-nitroacetophenone (25 g, 139 mmol) in methanol (200 mL) is added sodium borohydride (6.2 g, 163 mmol) over 15 minutes. The mixture is stirred at room temperature for 1 hour, then is quenched with water. The mixture is rotary evaporated and the residue is partitioned between water and ethyl acetate. The organic layer is dried (magnesium sulfate) and rotary evaporated to afford a light brown viscous oil. The oil is diluted with ethyl acetate (200 mL), 5% palla... Reagents/catalysts: [Pd] (palladium-on-carbon). Yields the product OC(C)C=1C=C(N)C(=CC1)C (3-(1-hydroxyethyl)-6-methylaniline). Reaction conditions: time 1 hour. Reaction SMILES: [CH3:1][C:2]1[CH:7]=[CH:6][C:5]([C:8]([CH3:10])=[O:9])=[CH:4][C:3]=1[N+:11]([O-])=O.[BH4-].[Na+].[H][H]>CO.C(OCC)(=O)C.[Pd]>[OH:9][CH:8]([C:5]1[CH:4]=[C:3]([C:2]([CH3:1])=[CH:7][CH:6]=1)[NH2:11])[CH3:10] |f:1.2|. Solvent: C(C)(=O)OCC (ethyl acetate), CO (methanol).